This data is from the Open Reaction Database (ORD), a public repository of structured organic reaction records. The task is: describe an organic reaction: reactants, conditions, products, and yield The reactants are COC=1C=CC(=C(C1)CO)[N+](=O)[O-] ((5-methoxy-2-nitrophenyl)methanol), C1=CC=[NH+]C=C1.C1=CC=[NH+]C=C1.[O-][Cr](=O)(=O)O[Cr](=O)(=O)[O-] (PDC). The solvent is C(Cl)Cl (DCM). Reaction conditions: time 16 hour. The product is COC=1C=CC(=C(C=O)C1)[N+](=O)[O-] (5-methoxy-2-nitrobenzaldehyde). The yield is 56.3%. RXN SMILES: [CH3:1][O:2][C:3]1[CH:4]=[CH:5][C:6]([N+:11]([O-:13])=[O:12])=[C:7]([CH2:9][OH:10])[CH:8]=1.C1C=C[NH+]=CC=1.C1C=C[NH+]=CC=1.[O-][Cr](O[Cr]([O-])(=O)=O)(=O)=O>C(Cl)Cl>[CH3:1][O:2][C:3]1[CH:4]=[CH:5][C:6]([N+:11]([O-:13])=[O:12])=[C:7]([CH:8]=1)[CH:9]=[O:10] |f:1.2.3|. Reported procedure: To the solution of (5-methoxy-2-nitrophenyl)methanol (18 g, 0.098 mol) in anhydrous DCM (0.2 L) was added PDC (11.5 g, 0.147 mol, 1.5 eq) and 4 A MS (120 g) in portions. The mixture was stirred at room temperature for 16 h, filtered through a Celite pad. The filtrate was evaporated to dryness in vacuum to afford 5-methoxy-2-nitrobenzaldehyde (10 g, yield: 57%) as a light yellow solid. 1HNMR (400 MHz, DMSO-d6) δ: 10.24 (s, 1H), 8.14 (d, J=8.8 Hz, 1H), 7.31 (dd, J=8.8, 3.2 Hz, 1H), 7.20 (d, J=3.2 ... Starting materials: O=C1C=2C=CC=CC2CCC1. The reagents and catalysts are N=1C=CC(=CC1C=2N=CC=C(C2)C(C)(C)C)C(C)(C)C, O1B(OC(C)(C)C1(C)C)B2OC(C)(C)C(O2)(C)C, C[OH2+].C[OH2+].C1CC=CCCC=C1.C1CC=CCCC=C1.[Ir].[Ir]. Solvent: O(C)C(C)(C)C. Run at temperature 25 celsius, time 16 hour. Product: O=C1C2=CC=C(C=C2CCC1)B3OC(C)(C)C(O3)(C)C, O=C1C2=CC(=CC=C2CCC1)B3OC(C)(C)C(O3)(C)C. Yield: 20.0%. Procedure: General procedure Dwas applied to 3,4-dihydronaphthalen-1(2H)-one15i(29mg, 0.2mmol). The reactionmixture was allowed to stand for 16hoursgiving a conversion of >99% (GC-MS) and 16iand 17iin a 80:20mixture (1H NMR spectrum). The reactants are C(C1=CC=CC=C1)[C@@H]1N(C(OC1)=O)C(C[C@H](C1=NOCC1)C1=CC=C(C=C1)OCC1=CC=CC=C1)=O ((S)-4-Benzyl-3-((S)-3-(4-(benzyloxy)phenyl)-3-(4,5-dihydroisoxazol-3-yl)propanoyl)oxazolidin-2-one). The reagents and catalysts are [Pd] (Pd/C). Solvent: CCO (EtOH). Product: C(C1=CC=CC=C1)[C@@H]1N(C(OC1)=O)C(C[C@H](C1=NOCC1)C1=CC=C(C=C1)O)=O ((S)-4-Benzyl-3-((S)-3-(4-hydroxyphenyl)-3-(4,5-dihydroisoxazol -3-yl)propanoyl)oxazolidin-2-one). Yield: 90.3%. RXN SMILES: [CH2:1]([C@H:8]1[CH2:12][O:11][C:10](=[O:13])[N:9]1[C:14](=[O:36])[CH2:15][C@@H:16]([C:22]1[CH:27]=[CH:26][C:25]([O:28]CC2C=CC=CC=2)=[CH:24][CH:23]=1)[C:17]1[CH2:21][CH2:20][O:19][N:18]=1)[C:2]1[CH:7]=[CH:6][CH:5]=[CH:4][CH:3]=1>CCO.[Pd]>[CH2:1]([C@H:8]1[CH2:12][O:11][C:10](=[O:13])[N:9]1[C:14](=[O:36])[CH2:15][C@@H:16]([C:22]1[CH:27]=[CH:26][C:25]([OH:28])=[CH:24][CH:23]=1)[C:17]1[CH2:21][CH2:20][O:19][N:18]=1)[C:2]1[CH:7]=[CH:6][CH:5]=[CH:4][CH:3]=1. Procedure: Compound 74.1 (136 mg) and a catalytic amount of Pd/C in EtOH (2 mL) was stirred at room temperature under 1 atm of H2 for 2.5 hours. The catalyst was removed by filtration, and the filtrate was concentrated to give 74.2 (100 mg). MS ESI (pos.) m/e: 395 (M+H). The reactants are C1CCOC1, [Li]CCCC, CI, CN(C)P(=O)(N(C)C)N(C)C, COC(=O)C(C)CC1CCCCC1, CC(C)NC(C)C, [Cl-], [NH4+]. Product: COC(=O)C(C)(C)CC1CCCCC1. Reaction SMILES: [CH2:39]1[O:40][CH2:41][CH2:42][CH2:43]1.[CH2:8]([Li:9])[CH2:10][CH2:11][CH3:12].[CH3:26][I:27].[CH3:28][N:29]([CH3:30])[P:31]([N:32]([CH3:33])[CH3:34])([N:35]([CH3:36])[CH3:37])=[O:38].[CH:13]1([CH2:19][CH:20]([C:21](=[O:22])[O:23][CH3:24])[CH3:25])[CH2:14][CH2:15][CH2:16][CH2:17][CH2:18]1.[CH:1]([NH:2][CH:3]([CH3:4])[CH3:5])([CH3:6])[CH3:7].[Cl-:44].[NH4+:45]>>[CH3:1][C:20]([CH2:19][CH:13]1[CH2:14][CH2:15][CH2:16][CH2:17][CH2:18]1)([C:21](=[O:22])[O:23][CH3:24])[CH3:25].